This data is from the Open Reaction Database (ORD), a public repository of structured organic reaction records. The task is: describe an organic reaction: reactants, conditions, products, and yield The reactants are product, N(N)(C(=O)OCC)C(=O)OCC (diethyl hydrazinedicarboxylate), N(=NC(=O)OCC)C(=O)OCC (diethyl azodicarboxylate), OC=1C=C(C(=O)OC)C=CC1OC (methyl 3-hydroxy-4-methoxybenzoate), OCCN1CCOCC1 (4-(2-hydroxyethyl)morpholine), C1(=CC=CC=C1)P(C1=CC=CC=C1)C1=CC=CC=C1 (triphenylphosphine). Solvent: C(C)(=O)OCC (ethyl acetate), C(C)(=O)OCC (ethyl acetate). Run at time 8 hour. Yields the product COC(C1=CC(=C(C=C1)OC)OCCN1CCOCC1)=O (4-Methoxy-3-(2-morpholin-4-yl-ethoxy)benzoic acid methyl ester). RXN SMILES: [OH:1][C:2]1[CH:3]=[C:4]([CH:9]=[CH:10][C:11]=1[O:12][CH3:13])[C:5]([O:7][CH3:8])=[O:6].O[CH2:15][CH2:16][N:17]1[CH2:22][CH2:21][O:20][CH2:19][CH2:18]1.C1(P(C2C=CC=CC=2)C2C=CC=CC=2)C=CC=CC=1.N(C(OCC)=O)=NC(OCC)=O.N(C(OCC)=O)(C(OCC)=O)N>C(OCC)(=O)C>[CH3:8][O:7][C:5](=[O:6])[C:4]1[CH:9]=[CH:10][C:11]([O:12][CH3:13])=[C:2]([O:1][CH2:15][CH2:16][N:17]2[CH2:22][CH2:21][O:20][CH2:19][CH2:18]2)[CH:3]=1. Reported procedure: To stirred solution of methyl 3-hydroxy-4-methoxybenzoate (2.00 g, 11.0 mmol), 4-(2-hydroxyethyl)morpholine (1.58 g, 12.0 mmol) and triphenylphosphine (3.17 g, 12.1 mmol) in ethyl acetate (60 mL) was added, dropwise, diethyl azodicarboxylate (1.9 mL, 12.1 mmol). The reaction was allowed to proceed overnight and then diluted with additional ethyl acetate and extracted with 1 N aqueous hydrochloric acid. The aqueous layer was washed with ethyl acetate, basified with concentrated ammonium hydroxide... The reactants are CC1=NOC(=N1)COC1=CC(=C(C=C1)[N+](=O)[O-])[N+](=O)[O-] (1-(3-methyl-1,2,4-oxadiazol-5-yl)methoxy-3,4-dinitrobenzene), N1C=CC2=CC=C(C=C12)NC(=O)C1=CC=C(C=O)C=C1 (4-(6-indolylaminocarbonyl)benzaldehyde). Product: CC1=NOC(=N1)COC=1C=CC2=C(NC(=N2)C2=CC=C(C(=O)NC3=CC=C4C=CNC4=C3)C=C2)C1 (4-(6-((3-Methyl-1,2,4-oxadiazol-5-yl)methoxy)-1H-benzo[d]imidazol-2-yl)-N-(1H-indol-6-yl)benzamide). RXN SMILES: [CH3:1][C:2]1[N:6]=[C:5]([CH2:7][O:8][C:9]2[CH:14]=[CH:13][C:12]([N+:15]([O-])=O)=[C:11]([N+:18]([O-])=O)[CH:10]=2)[O:4][N:3]=1.[NH:21]1[C:29]2[C:24](=[CH:25][CH:26]=[C:27]([NH:30][C:31]([C:33]3[CH:40]=[CH:39][C:36]([CH:37]=O)=[CH:35][CH:34]=3)=[O:32])[CH:28]=2)[CH:23]=[CH:22]1>>[CH3:1][C:2]1[N:6]=[C:5]([CH2:7][O:8][C:9]2[CH:14]=[CH:13][C:12]3[N:15]=[C:37]([C:36]4[CH:35]=[CH:34][C:33]([C:31]([NH:30][C:27]5[CH:28]=[C:29]6[C:24]([CH:23]=[CH:22][NH:21]6)=[CH:25][CH:26]=5)=[O:32])=[CH:40][CH:39]=4)[NH:18][C:11]=3[CH:10]=2)[O:4][N:3]=1. Procedure: Compound 660 was prepared according to the procedure similar to that described in Scheme III from 1-(3-methyl-1,2,4-oxadiazol-5-yl)methoxy-3,4-dinitrobenzene and 4-(6-indolylaminocarbonyl)benzaldehyde. [M+H]+ calcd for C26H20N6O3: 465.16; found: 465.04.